Dataset: the Open Reaction Database (ORD), a public repository of structured organic reaction records. Task: describe an organic reaction: reactants, conditions, products, and yield Reactants: CCc1cc2c(=O)n(CC(=O)c3ccc(OC)cc3)c(=O)n(Cc3ccc(-c4ccccc4-c4noc(=O)[nH]4)cc3)c2s1, CCO, ClC(Cl)Cl, Cl, Cl, CCOC(=O)CON, O, c1ccncc1. The product is CCOC(=O)CON=C(Cn1c(=O)c2cc(CC)sc2n(Cc2ccc(-c3ccccc3-c3noc(=O)[nH]3)cc2)c1=O)c1ccc(OC)cc1. As a reaction SMILES: [CH2:1]([CH3:2])[c:3]1[cH:4][c:5]2[c:6]([n:7]([CH2:24][c:25]3[cH:26][cH:27][c:28](-[c:31]4[c:32](-[c:37]5[n:38][o:39][c:40](=[O:42])[nH:41]5)[cH:33][cH:34][cH:35][cH:36]4)[cH:29][cH:30]3)[c:8](=[O:23])[n:9]([CH2:12][C:13](=[O:14])[c:15]3[cH:16][cH:17][c:18]([O:21][CH3:22])[cH:19][cH:20]3)[c:10]2=[O:11])[s:43]1.[CH3:65][CH2:66][OH:67].[CH:61]([Cl:62])([Cl:63])[Cl:64].[ClH:44].[ClH:59].[NH2:45][O:46][CH2:47][C:48](=[O:49])[O:50][CH2:51][CH3:52].[OH2:60].[cH:53]1[cH:54][cH:55][n:56][cH:57][cH:58]1>>[CH2:1]([CH3:2])[c:3]1[cH:4][c:5]2[c:6]([n:7]([CH2:24][c:25]3[cH:26][cH:27][c:28](-[c:31]4[c:32](-[c:37]5[n:38][o:39][c:40](=[O:42])[nH:41]5)[cH:33][cH:34][cH:35][cH:36]4)[cH:29][cH:30]3)[c:8](=[O:23])[n:9]([CH2:12][C:13]([c:15]3[cH:16][cH:17][c:18]([O:21][CH3:22])[cH:19][cH:20]3)=[N:45][O:46][CH2:47][C:48](=[O:49])[O:50][CH2:51][CH3:52])[c:10]2=[O:11])[s:43]1. Starting materials: C(C)(=O)N1CCC(CC1)CCC(=O)O (3-(1-acetyl-4-piperidinyl)propanoic acid), C1CCN2C3=C(C=CC=C13)CCC2=O (2,3,6,7-tetrahydro-1H,5H-pyrido[3,2,1-ij]quinolin-5-one). Product: C(C)(=O)N1CCC(CC1)CCC(=O)C=1C=C2CCCN3C2=C(C1)CCC3=O (9-[3-(1-Acetyl-4-piperidinyl)propanoyl]-2,3,6,7-tetrahydro-1H,5H-pyrido[3,2,1-ij]quinolin-5-one), crystals. As a reaction SMILES: [C:1]([N:4]1[CH2:9][CH2:8][CH:7]([CH2:10][CH2:11][C:12]([OH:14])=O)[CH2:6][CH2:5]1)(=[O:3])[CH3:2].[CH2:15]1[C:24]2[C:19]3=[C:20]([CH2:25][CH2:26][C:27](=[O:28])[N:18]3[CH2:17][CH2:16]1)[CH:21]=[CH:22][CH:23]=2>>[C:1]([N:4]1[CH2:5][CH2:6][CH:7]([CH2:10][CH2:11][C:12]([C:22]2[CH:23]=[C:24]3[C:19]4=[C:20]([CH2:25][CH2:26][C:27](=[O:28])[N:18]4[CH2:17][CH2:16][CH2:15]3)[CH:21]=2)=[O:14])[CH2:8][CH2:9]1)(=[O:3])[CH3:2]. Procedure: Using 3-(1-acetyl-4-piperidinyl)propanoic acid (13.8 g) and 2,3,6,7-tetrahydro-1H,5H-pyrido[3,2,1-ij]quinolin-5-one (10.8 g) according to the same method as that of Reference Example 172, the title compound was obtained as colorless crystals (15.5 g) having a melting point of 130 to 131° C. Starting materials: C([O-])([O-])=O.[K+].[K+] (Potassium carbonate), [BH4-].[Na+] (sodium borohydride), C(C)(=O)OC(C(C)C)N1C(C(C1)NC(CC1=CC=CC=C1)=O)=O (1-(1-Acetoxy-2-methylpropyl)-3-(2-phenylacetamido)-2-azetidinone). The solvent is CO (methanol), O (water). Product: C1(=CC=CC=C1)CC(=O)NC1C(NC1)=O (3-(2-phenylacetamido)-2-azetidinone). The yield is 58.2%. RXN SMILES: C(OC([N:9]1[CH2:12][CH:11]([NH:13][C:14](=[O:22])[CH2:15][C:16]2[CH:21]=[CH:20][CH:19]=[CH:18][CH:17]=2)[C:10]1=[O:23])C(C)C)(=O)C.C(=O)([O-])[O-].[K+].[K+].[BH4-].[Na+]>CO.O>[C:16]1([CH2:15][C:14]([NH:13][CH:11]2[CH2:12][NH:9][C:10]2=[O:23])=[O:22])[CH:21]=[CH:20][CH:19]=[CH:18][CH:17]=1 |f:1.2.3,4.5|. Procedure: 1-(1-Acetoxy-2-methylpropyl)-3-(2-phenylacetamido)-2-azetidinone (13.8 g.) was dissolved in a solution of methanol (100 ml.) and water (100 ml.). Potassium carbonate (6 g.) and sodium borohydride (1.65 g.) were added to said solution under ice-cooling, and the mixture was subjected to reaction at 20° C. for an hour. The precipitated crystals were collected by filtration, washed with water and dried to give 3-(2-phenylacetamido)-2-azetidinone (5.15 g.). Furthermore, the same compound (1.35 g.) wa... Starting materials: [H-].C(C(C)C)[Al+]CC(C)C (diisobutylaluminum hydride), C1OC(C[C@@H]2[C@H]3CC(O[C@H]3C[C@H]2OC2OCCCC2)=O)OC1 ((1S,5 R,6 R,7 R)-6-(2,2-ethylenedioxyethyl)-7-tetrahydropyranyloxy-2-oxabicyclo[3.3.0]octan-3-one). The solvent is C1(=CC=CC=C1)C (toluene). Yields the product C1OC(CC2C3CC(OC3CC2OC2OCCCC2)O)OC1 (6-(2,2-ethylenedioxyethyl)-7-tetrahydropyranyloxy-2-oxabicyclo[3.3.0]octan-3-ol). As a reaction SMILES: [CH2:1]1[CH2:22][O:21][CH:3]([CH2:4][C@H:5]2[C@H:12]([O:13][CH:14]3[CH2:19][CH2:18][CH2:17][CH2:16][O:15]3)[CH2:11][C@H:10]3[C@@H:6]2[CH2:7][C:8](=[O:20])[O:9]3)[O:2]1.[H-].C([Al+]CC(C)C)C(C)C>C1(C)C=CC=CC=1>[CH2:1]1[CH2:22][O:21][CH:3]([CH2:4][CH:5]2[CH:12]([O:13][CH:14]3[CH2:19][CH2:18][CH2:17][CH2:16][O:15]3)[CH2:11][CH:10]3[CH:6]2[CH2:7][CH:8]([OH:20])[O:9]3)[O:2]1 |f:1.2|. Procedure details: The ether (57) (4.700 g) was reduced in toluene (80 ml) at -78° C. with diisobutylaluminum hydride (1.5-M, 12 ml) to give the lactol (58). Starting materials: compound 91, Cl.ClCC1=C(N=C2N1C=CC=C2)C2=CC=C(C=C2)Cl (3-(chloromethyl)-2-(4-chlorophenyl)imidazo[1,2-a]pyridine hydrochloride), N=1NC(N2C1C=CC=C2)=O ([1,2,4]triazolo[4,3-a]pyridin-3(2H)-one). Procedure details: The title compound was prepared according to Method B and the experimentals described for compound 91 from 3-(chloromethyl)-2-(4-chlorophenyl)imidazo[1,2-a]pyridine hydrochloride and [1,2,4]triazolo[4,3-a]pyridin-3(2H)-one. M/e+ 376 for C20H15 ClN5O (M+H)+; 1H-NMR (400 MHz, CDCl3) δ 8.68 (d, J=6.9 Hz, 1H), 8.18 (d, J=8.4 Hz, 2H), 7.80 (d, J=7.3 Hz, 1H), 7.63 (d, J=9.1 Hz, 1H), 7.50 (d, J=8.4 Hz, 2H), 7.25 (m, 1H), 7.09 (dd, J=4.0, 2.9 Hz, 2H), 6.89 (m, 1H), 6.52 (m, 1H), 5.54 (s, 2H) ppm. Yields the product ClC1=CC=C(C=C1)C=1N=C2N(C=CC=C2)C1CN1N=C2N(C=CC=C2)C1=O (2-((2-(4-chlorophenyl)imidazo[1,2-a]pyridin-3-yl)methyl)-[1,2,4]triazolo[4,3-a]pyridin-3(2H)-one). As a reaction SMILES: Cl.Cl[CH2:3][C:4]1[N:8]2[CH:9]=[CH:10][CH:11]=[CH:12][C:7]2=[N:6][C:5]=1[C:13]1[CH:18]=[CH:17][C:16]([Cl:19])=[CH:15][CH:14]=1.[N:20]1[NH:21][C:22](=[O:29])[N:23]2[CH:28]=[CH:27][CH:26]=[CH:25][C:24]=12>>[Cl:19][C:16]1[CH:17]=[CH:18][C:13]([C:5]2[N:6]=[C:7]3[CH:12]=[CH:11][CH:10]=[CH:9][N:8]3[C:4]=2[CH2:3][N:21]2[C:22](=[O:29])[N:23]3[CH:28]=[CH:27][CH:26]=[CH:25][C:24]3=[N:20]2)=[CH:14][CH:15]=1 |f:0.1|. The reactants are [BH4-].[Na+] (sodium borohydride), [NH4+].[Cl-] (NH4Cl), S1C(=CC=C1)S(=O)(=O)N1C[C@@H](N(CC1)C1=CC=C(C=C1)C(C(F)(F)F)(C)O)CC(C)=O (1-((2S)-4-(2-thiophenylsulfonyl)-1-(4-(2,2,2-trifluoro-1-hydroxy-1-methylethyl)phenyl)-2-piperazinyl)-2-propanone), O1CC(C1)N (oxetan-3-amine), Ti(O-iPr)4. Run in CO (MeOH), C1CCOC1 (THF). Reaction conditions: time 3 hour. Product: FC(C(C)(O)C1=CC=C(C=C1)N1[C@H](CN(CC1)S(=O)(=O)C=1SC=CC1)CC(C)NC1COC1)(F)F (1,1,1-trifluoro-2-(4-((2S)-2-(2-(3-oxetanylamino)propyl)-4-(2-thiophenylsulfonyl)-1-piperazinyl)phenyl)-2-propanol). Isolated yield 25.0%. As a reaction SMILES: [S:1]1[CH:5]=[CH:4][CH:3]=[C:2]1[S:6]([N:9]1[CH2:14][CH2:13][N:12]([C:15]2[CH:20]=[CH:19][C:18]([C:21]([OH:27])([CH3:26])[C:22]([F:25])([F:24])[F:23])=[CH:17][CH:16]=2)[C@@H:11]([CH2:28][C:29](=O)[CH3:30])[CH2:10]1)(=[O:8])=[O:7].[O:32]1[CH2:35][CH:34]([NH2:36])[CH2:33]1.[BH4-].[Na+].[NH4+].[Cl-]>C1COCC1.CO>[F:25][C:22]([F:23])([F:24])[C:21]([C:18]1[CH:17]=[CH:16][C:15]([N:12]2[CH2:13][CH2:14][N:9]([S:6]([C:2]3[S:1][CH:5]=[CH:4][CH:3]=3)(=[O:7])=[O:8])[CH2:10][C@@H:11]2[CH2:28][CH:29]([NH:36][CH:34]2[CH2:35][O:32][CH2:33]2)[CH3:30])=[CH:20][CH:19]=1)([OH:27])[CH3:26] |f:2.3,4.5|. Procedure: A solution of 1-((2S)-4-(2-thiophenylsulfonyl)-1-(4-(2,2,2-trifluoro-1-hydroxy-1-methylethyl)phenyl)-2-piperazinyl)-2-propanone (100 mg, 0.210 mmol) and oxetan-3-amine (18.41 mg, 0.252 mmol, J & W PharmLab, Levittown, Pa.) in THF (10 mL) was cooled to 0° C. To this mixture was added Ti(O-iPr)4 (154 μL, 0.525 mmol, Sigma-Aldrich, St. Louis, Mo.). The mixture was stirred for 3 h and then a solution of sodium borohydride (11.91 mg, 0.315 mmol, Sigma-Aldrich, St. Louis, Mo.) in MeOH (1 mL) was added...